This data is from the Open Reaction Database (ORD), a public repository of structured organic reaction records. The task is: describe an organic reaction: reactants, conditions, products, and yield The reactants are CC(C)O, C1CCOC1, O=C(COC(=O)C(O)Cc1ccccc1)Oc1ccccc1. As a reaction SMILES: [CH:23]([OH:24])([CH3:25])[CH3:26].[O:27]1[CH2:28][CH2:29][CH2:30][CH2:31]1.[c:1]1([CH2:7][CH:8]([C:9](=[O:10])[O:11][CH2:12][C:13]([O:14][c:15]2[cH:16][cH:17][cH:18][cH:19][cH:20]2)=[O:21])[OH:22])[cH:2][cH:3][cH:4][cH:5][cH:6]1>>[c:1]1([CH2:7][CH:8]2[C:9](=[O:10])[O:11][CH2:12][C:13](=[O:21])[O:22]2)[cH:2][cH:3][cH:4][cH:5][cH:6]1. The product is O=C1COC(=O)C(Cc2ccccc2)O1. Reactants: [OH-].[K+] (potassium hydroxide), CC1=CC(=NC(=C1)CCCCN1C(=CC=C1C)C)N1C(=CC=C1C)C (4-Methyl-2-(2,5-dimethylpyrrol-1-yl)-6-(4-(2,5-dimethylpyrrol-1-yl)butyl)pyridine), Cl.NO (hydroxylamine hydrochloride), O (water). Solvent: C(C)O (ethanol). Conditions: temperature 100 celsius. Product: NC1=NC(=CC(=C1)C)CCCCN (2-amino-6-(4-aminobutyl)-4-methylpyridine). The yield is 75.0%. RXN SMILES: [CH3:1][C:2]1[CH:7]=[C:6]([CH2:8][CH2:9][CH2:10][CH2:11][N:12]2C(C)=CC=C2C)[N:5]=[C:4]([N:19]2C(C)=CC=C2C)[CH:3]=1.O.Cl.NO.[OH-].[K+]>C(O)C>[NH2:19][C:4]1[CH:3]=[C:2]([CH3:1])[CH:7]=[C:6]([CH2:8][CH2:9][CH2:10][CH2:11][NH2:12])[N:5]=1 |f:2.3,4.5|. Procedure: 4-Methyl-2-(2,5-dimethylpyrrol-1-yl)-6-(4-(2,5-dimethylpyrrol-1-yl)butyl)pyridine (429 mg, 1.28 mmol) was dissolved in 6.5 mL of 95% ethanol and 2.5 mL of water was added followed by 818 mg (11.8 mmol) of hydroxylamine hydrochloride and 450 mg (6.96 mmol) of 87% potassium hydroxide. The mixture was heated in a 100° C. oil bath for 18 h. After cooling the reaction to room temperature, most of the ethanol was removed on a rotary evaporator. The residue was partitioned between 10 mL of 2 N aqueous ... Starting materials: C(=O)([O-])[O-].[K+].[K+] (K2CO3), CC1C(NC2=C(O1)C(=CC(=C2)CN2CCNCC2)CCC)=O (2-Methyl-6-(piperazin-1-ylmethyl)-8-propyl-2H-benzo[b][1,4]oxazin-3(4H)-one), FC1=CC=C(C(=O)NC)C=C1 (4-fluoro-N-methylbenzamide), C1CCC2=NCCCN2CC1 (DBU). Solvent: CS(=O)C (DMSO). Run at temperature 120 celsius, time 4 hour. The product is CNC(C1=CC=C(C=C1)N1CCN(CC1)CC1=CC2=C(OC(C(N2)=O)C)C(=C1)CCC)=O (N-Methyl-4-(4-((2-methyl-3-oxo-8-propyl-3,4-dihydro-2H-benzo[b][1,4]oxazin-6-yl)methyl)piperazin-1-yl)benzamide). Yield: 18.6%. Reaction SMILES: [CH3:1][CH:2]1[O:7][C:6]2[C:8]([CH2:19][CH2:20][CH3:21])=[CH:9][C:10]([CH2:12][N:13]3[CH2:18][CH2:17][NH:16][CH2:15][CH2:14]3)=[CH:11][C:5]=2[NH:4][C:3]1=[O:22].F[C:24]1[CH:33]=[CH:32][C:27]([C:28]([NH:30][CH3:31])=[O:29])=[CH:26][CH:25]=1.C1CCN2C(=NCCC2)CC1.C([O-])([O-])=O.[K+].[K+]>CS(C)=O>[CH3:31][NH:30][C:28](=[O:29])[C:27]1[CH:32]=[CH:33][C:24]([N:16]2[CH2:15][CH2:14][N:13]([CH2:12][C:10]3[CH:9]=[C:8]([CH2:19][CH2:20][CH3:21])[C:6]4[O:7][CH:2]([CH3:1])[C:3](=[O:22])[NH:4][C:5]=4[CH:11]=3)[CH2:18][CH2:17]2)=[CH:25][CH:26]=1 |f:3.4.5|. Procedure: In a 20 mL scintillation vial was added 2-methyl-6-(piperazin-1-ylmethyl)-8-propyl-2H-benzo[b][1,4]oxazin-3(4H)-one 358E (67 mg, 0.221 mmol) and 4-fluoro-N-methylbenzamide (50.7 mg, 0.331 mmol) in DMSO (1.104 mL) and stirred at 120° C. for 4 h. DBU (0.133 mL, 0.883 mmol) was added and the reaction mixture was stirred at 120° C. for 18 h. The reaction was concentrated in vacuo to remove DBU, and then K2CO3 (61.0 mg, 0.442 mmol) was added. The mixture was heated overnight at 120° C. The reaction w... The reactants are Cn1cc(-c2cnc3[nH]cc(-c4cncc(N5CCN(C(=O)OC(C)(C)C)CC5)n4)c3c2)cn1, Cl, C1COCCO1. Product: Cn1cc(-c2cnc3[nH]cc(-c4cncc(N5CCNCC5)n4)c3c2)cn1, Cl. Reaction SMILES: [CH3:1][n:2]1[n:3][cH:4][c:5](-[c:7]2[cH:8][c:9]3[c:10]([n:11][cH:12]2)[nH:13][cH:14][c:15]3-[c:16]2[cH:17][n:18][cH:19][c:20]([N:22]3[CH2:23][CH2:24][N:25]([C:28]([O:29][C:30]([CH3:31])([CH3:32])[CH3:33])=[O:34])[CH2:26][CH2:27]3)[n:21]2)[cH:6]1.[ClH:35].[O:36]1[CH2:37][CH2:38][O:39][CH2:40][CH2:41]1>>[CH3:1][n:2]1[n:3][cH:4][c:5](-[c:7]2[cH:8][c:9]3[c:10]([n:11][cH:12]2)[nH:13][cH:14][c:15]3-[c:16]2[cH:17][n:18][cH:19][c:20]([N:22]3[CH2:23][CH2:24][NH:25][CH2:26][CH2:27]3)[n:21]2)[cH:6]1.[ClH:35]. The reactants are OC(C)(C)C=1N=C(N(C1C1=NN=NN1)CC1=CC=C(C=C1)C1=C(C=CC=C1)C(C(=O)OC)=O)CCC (methyl {4'-[4-(1-hydroxy-1-methylethyl)-2-propyl-5-(tetrazol-5-yl)imidazol-1-ylmethyl]biphenyl-2-yl}glyoxylate), O.[OH-].[Li+] (lithium hydroxide monohydrate). Yields the product OC(C)(C)C=1N=C(N(C1C1=NN=NN1)CC1=CC=C(C=C1)C1=C(C=CC=C1)C(C(=O)O)=O)CCC ({4'-[4-(1-Hydroxy-1-methylethyl)-2-propyl-5-(tetrazol-5-yl)imidazol-1-ylmethyl]biphenyl-2-yl}glyoxylic acid). The yield is 54.3%. Reaction SMILES: [OH:1][C:2]([C:5]1[N:6]=[C:7]([CH2:34][CH2:35][CH3:36])[N:8]([CH2:15][C:16]2[CH:21]=[CH:20][C:19]([C:22]3[CH:27]=[CH:26][CH:25]=[CH:24][C:23]=3[C:28](=[O:33])[C:29]([O:31]C)=[O:30])=[CH:18][CH:17]=2)[C:9]=1[C:10]1[NH:14][N:13]=[N:12][N:11]=1)([CH3:4])[CH3:3].O.[OH-].[Li+]>>[OH:1][C:2]([C:5]1[N:6]=[C:7]([CH2:34][CH2:35][CH3:36])[N:8]([CH2:15][C:16]2[CH:17]=[CH:18][C:19]([C:22]3[CH:27]=[CH:26][CH:25]=[CH:24][C:23]=3[C:28](=[O:33])[C:29]([OH:31])=[O:30])=[CH:20][CH:21]=2)[C:9]=1[C:10]1[NH:14][N:13]=[N:12][N:11]=1)([CH3:4])[CH3:3] |f:1.2.3|. Procedure: Following a procedure similar to that described in Example 1(b), but using 180 mg of methyl {4'-[4-(1-hydroxy-1-methylethyl)-2-propyl-5-(tetrazol-5-yl)imidazol-1-ylmethyl]biphenyl-2-yl}glyoxylate [prepared as described in step (b) above] and 77 mg of lithium hydroxide monohydrate, 95 mg of the title compound, melting at 169°-170°C., were obtained.